Dataset: the Open Reaction Database (ORD), a public repository of structured organic reaction records. Task: describe an organic reaction: reactants, conditions, products, and yield As a reaction SMILES: [NH2:1][C:2]1[S:3][CH:4]=[C:5]([C:7](=[N:37][O:38][C:39]([C:42](=[O:45])[NH:43][NH2:44])([CH3:41])[CH3:40])[C:8]([NH:10][CH:11]2[C:35](=[O:36])[N:13]3[C:14]([C:32]([O-:34])=[O:33])=[C:15]([CH2:18][S:19][C:20]4[N:25]5[N:26]=[C:27]([CH2:29][OH:30])[N:28]=[C:24]5[N:23]=[C:22]([CH3:31])[CH:21]=4)[CH2:16][S:17][C@H:12]23)=[O:9])[N:6]=1.[C:46]1(N)[C:51](F)=[C:50](F)C(F)=C(N)C=1F.Cl.Cl.CC[O:62][CH2:63][CH3:64].[C:65](=[O:68])([O-])O.[Na+:69].[CH3:70]O>O>[NH2:1][C:2]1[S:3][CH:4]=[C:5]([C:7](=[N:37][O:38][C:39]([C:42](=[O:45])[NH:43][N:44]=[CH:70][C:51]2[CH:50]=[CH:64][C:63]([OH:62])=[C:65]([OH:68])[CH:46]=2)([CH3:40])[CH3:41])[C:8]([NH:10][CH:11]2[C:35](=[O:36])[N:13]3[C:14]([C:32]([O-:34])=[O:33])=[C:15]([CH2:18][S:19][C:20]4[N:25]5[N:26]=[C:27]([CH2:29][OH:30])[N:28]=[C:24]5[N:23]=[C:22]([CH3:31])[CH:21]=4)[CH2:16][S:17][C@H:12]23)=[O:9])[N:6]=1.[Na+:69] |f:1.2.3,5.6,9.10|. Reaction conditions: time 1.5 hour. The solvent is O (water), O (water). Starting materials: CCOCC (ether), C1(=C(C(=C(C(=C1F)F)F)N)F)N.Cl.Cl (dihydrochloride), protocatechuic aldehyde, C(O)([O-])=O.[Na+] (sodium hydrogencarbonate), NC=1SC=C(N1)C(C(=O)NC1[C@@H]2N(C(=C(CS2)CSC2=CC(=NC=3N2N=C(N3)CO)C)C(=O)[O-])C1=O)=NOC(C)(C)C(NN)=O (7-[2-(2-amino-1,3-thiazol-4-yl)-2-(1-carbazoyl-1-methylethoxyimino)acetamido]-3-[(2-hydroxymethyl-5-methyl-s-triazolo[1,5-a]-pyrimidin-7-yl)thiomethyl]-3-cephem-4-carboxylate), CO (methanol). Procedure: In 40 ml of methanol was dissolved 3.8 g of 7-[2-(2-amino-1,3-thiazol-4-yl)-2-(1-carbazoyl-1-methylethoxyimino)acetamido]-3-[(2-hydroxymethyl-5-methyl-s-triazolo[1,5-a]-pyrimidin-7-yl)thiomethyl]-3-cephem-4-carboxylate.dihydrochloride, and then 1.03 g of protocatechuic aldehyde was added to the solution and the mixture was stirred at room temperature for 1.5 hours. The mixture was poured into 400 ml of ether and precipitates were collected by filtration, washed with ether and dried to obtain a p... Yields the product NC=1SC=C(N1)C(C(=O)NC1[C@@H]2N(C(=C(CS2)CSC2=CC(=NC=3N2N=C(N3)CO)C)C(=O)[O-])C1=O)=NOC(C)(C)C(NN=CC1=CC(=C(C=C1)O)O)=O.[Na+] (sodium 7-{2-[2-amino-1,3-thiazol-4-yl]-2-[1-(3-(3,4-dihydroxybenzylidene)carbazoyl)-1-methylethoxyimino]acetamido}-3-[(2-hydroxymethyl-5-methyl-s-triazolo[1,5-a]pyrimidin-7-yl)thiomethyl]-3-cephem-4-carboxylate). Starting materials: CC(C)(C)c1ccc(-n2c(Cl)c(C=O)c3ccccc32)cc1, CO, Cl, NCCN1CCCC1. Product: CC(C)(C)c1ccc(-n2c(NCCN3CCCC3)c(C=O)c3ccccc32)cc1, Cl. As a reaction SMILES: [C:1]([CH3:2])([CH3:3])([CH3:4])[c:5]1[cH:6][cH:7][c:8](-[n:11]2[c:12]([Cl:22])[c:13]([CH:20]=[O:21])[c:14]3[cH:15][cH:16][cH:17][cH:18][c:19]23)[cH:9][cH:10]1.[CH3:32][OH:33].[ClH:31].[NH2:23][CH2:24][CH2:25][N:26]1[CH2:27][CH2:28][CH2:29][CH2:30]1>>[C:1]([CH3:2])([CH3:3])([CH3:4])[c:5]1[cH:6][cH:7][c:8](-[n:11]2[c:12]([NH:23][CH2:24][CH2:25][N:26]3[CH2:27][CH2:28][CH2:29][CH2:30]3)[c:13]([CH:20]=[O:21])[c:14]3[cH:15][cH:16][cH:17][cH:18][c:19]23)[cH:9][cH:10]1.[ClH:22]. The reactants are resultant mixture, NCC=1C=CC(=C(C1)CCC=1C=C(C=NC1)NC(OC(C)(C)C)=O)NC(=O)OC(C)(C)C (tert-butyl [5-(2-{5-(aminomethyl)-2-[(tert-butoxycarbonyl)amino]phenyl}ethyl)pyridin-3-yl]carbamate), ClC1=NC=C(C(=N1)Cl)Cl (2,4,5-trichloropyrimidine), C([O-])([O-])=O.[K+].[K+] (potassium carbonate). Run in CN(C=O)C (N,N-dimethylformamide). Yields the product C(C)(C)(C)OC(=O)NC1=C(C=C(C=C1)CNC1=NC(=NC=C1Cl)Cl)CCC=1C=C(C=NC1)NC(OC(C)(C)C)=O (tert-Butyl {5-[2-(2-[(tert-butoxycarbonyl)amino]-5-{[(2,5-dichloropyrimidin-4-yl)amino]methyl}phenyl)ethyl]pyridin-3-yl}carbamate). The yield is 41.5%. As a reaction SMILES: [NH2:1][CH2:2][C:3]1[CH:4]=[CH:5][C:6]([NH:25][C:26]([O:28][C:29]([CH3:32])([CH3:31])[CH3:30])=[O:27])=[C:7]([CH2:9][CH2:10][C:11]2[CH:12]=[C:13]([NH:17][C:18](=[O:24])[O:19][C:20]([CH3:23])([CH3:22])[CH3:21])[CH:14]=[N:15][CH:16]=2)[CH:8]=1.[Cl:33][C:34]1[N:39]=[C:38](Cl)[C:37]([Cl:41])=[CH:36][N:35]=1.C(=O)([O-])[O-].[K+].[K+]>CN(C)C=O>[C:29]([O:28][C:26]([NH:25][C:6]1[CH:5]=[CH:4][C:3]([CH2:2][NH:1][C:36]2[C:37]([Cl:41])=[CH:38][N:39]=[C:34]([Cl:33])[N:35]=2)=[CH:8][C:7]=1[CH2:9][CH2:10][C:11]1[CH:12]=[C:13]([NH:17][C:18](=[O:24])[O:19][C:20]([CH3:23])([CH3:21])[CH3:22])[CH:14]=[N:15][CH:16]=1)=[O:27])([CH3:32])([CH3:31])[CH3:30] |f:2.3.4|. Reported procedure: To a solution of tert-butyl [5-(2-{5-(aminomethyl)-2-[(tert-butoxycarbonyl)amino]phenyl}ethyl)pyridin-3-yl]carbamate (0.81 g, 1.8 mmol) and 2,4,5-trichloropyrimidine (0.45 g, 2.4 mmol) in N,N-dimethylformamide (10 mL) was added potassium carbonate (1.30 g, 9.37 mmol). The resultant mixture was stirred overnight at 45° C. The reaction was quenched with water. EtOAc was added and the layers were separated. The aqueous layer was extracted with EtOAc once. The combined organic layers were washed wit... The reactants are O1C=NC(=C1)C(=O)O (1,3-oxazole-4-carboxylic acid), NC=1C=C(OC=2C=CC=3N(C2)N=C(N3)NC(=O)C3CC3)C=CC1 (N-[6-(3-aminophenoxy)[1,2,4]triazolo[1,5-a]pyridin-2-yl]cyclopropanecarboxamide), O1CCCC1 (tetrahydrofuran), C(C(=O)Cl)(=O)Cl (oxalyl chloride). Reagents/catalysts: CN(C=O)C (N,N-dimethylformamide). Solvent: CN(C(C)=O)C (N,N-dimethylacetamide). The product is C1(CC1)C(=O)NC1=NN2C(C=CC(=C2)OC=2C=C(C=CC2)NC(=O)C=2N=COC2)=N1 (N-[3-({2-[(cyclopropylcarbonyl)amino][1,2,4]triazolo[1,5-a]pyridin-6-yl}oxy)phenyl]-1,3-oxazole-4-carboxamide). Yield: 45.9%. RXN SMILES: [O:1]1[CH:5]=[C:4]([C:6]([OH:8])=O)[N:3]=[CH:2]1.O1CCCC1.C(Cl)(=O)C(Cl)=O.[NH2:20][C:21]1[CH:22]=[C:23]([CH:40]=[CH:41][CH:42]=1)[O:24][C:25]1[CH:26]=[CH:27][C:28]2[N:29]([N:31]=[C:32]([NH:34][C:35]([CH:37]3[CH2:39][CH2:38]3)=[O:36])[N:33]=2)[CH:30]=1>CN(C)C=O.CN(C)C(=O)C>[CH:37]1([C:35]([NH:34][C:32]2[N:33]=[C:28]3[CH:27]=[CH:26][C:25]([O:24][C:23]4[CH:22]=[C:21]([NH:20][C:6]([C:4]5[N:3]=[CH:2][O:1][CH:5]=5)=[O:8])[CH:42]=[CH:41][CH:40]=4)=[CH:30][N:29]3[N:31]=2)=[O:36])[CH2:38][CH2:39]1. Procedure details: In the same manner as in Example 18-4 and using 1,3-oxazole-4-carboxylic acid (146 mg, 1.29 mmol), tetrahydrofuran (10 mL), oxalyl chloride (168 μL, 1.93 mmol), N-[6-(3-aminophenoxy)[1,2,4]triazolo[1,5-a]pyridin-2-yl]cyclopropanecarboxamide (200 mg, 0.647 mmol), N,N-dimethylformamide (2 drops) and N,N-dimethylacetamide (10 mL) as starting materials, the title compound (120 mg, 46%) was obtained as a white solid. Reactants: solution, B(Br)(Br)Br (BBr3), COC=1C=C(C=CC1)C1=NC2=CC=CC=C2C(N1)=O (2-(3-methoxyphenyl)quinazolin-4(3H)-one). The solvent is C(Cl)Cl (CH2Cl2), C(Cl)Cl (CH2Cl2). Reaction conditions: temperature -78 celsius, time 1 hour. Yields the product OC=1C=C(C=CC1)C1=NC2=CC=CC=C2C(N1)=O (2-(3-hydroxyphenyl)quinazolin-4(3H)-one). RXN SMILES: C[O:2][C:3]1[CH:4]=[C:5]([C:9]2[NH:18][C:17](=[O:19])[C:16]3[C:11](=[CH:12][CH:13]=[CH:14][CH:15]=3)[N:10]=2)[CH:6]=[CH:7][CH:8]=1.B(Br)(Br)Br>C(Cl)Cl>[OH:2][C:3]1[CH:4]=[C:5]([C:9]2[NH:18][C:17](=[O:19])[C:16]3[C:11](=[CH:12][CH:13]=[CH:14][CH:15]=3)[N:10]=2)[CH:6]=[CH:7][CH:8]=1. Procedure: To 2-(3-methoxyphenyl)quinazolin-4(3H)-one (11.6 g, 45.98 mmole) was added of CH2Cl2 (120 mL) and the mixture was cooled to −78° C. Then, a 1 M solution of BBr3 in CH2Cl2 (60 mL, 60.0 mmol) was added drop wise and the reaction was stirred at −78° C. for 1 h and then ambient temperature for 3 h. The reaction was re-cooled to −78° C. and cautiously quenched with MeOH (20 mL). The ice bath was removed and the system allowed to stir at ambient temperature for 0.5 h. The pH was adjusted to 7 with 10%... Reactants: ClC=1C=C(C=CC1)C1=CC=CC(=N1)C(=O)O (6-(3-chlorophenyl)-2-pyridinecarboxylic acid), O1CCC(CC1)N (tetrahydro-2H-pyran-4-amine). Product: O1CCC(CC1)NC(=O)C1=NC(=CC=C1)C1=CC(=CC=C1)Cl (6-(3-Chloro-phenyl)-pyridine-2-carboxylic acid (tetrahydro-pyran-4-yl)-amide). Reaction SMILES: [Cl:1][C:2]1[CH:3]=[C:4]([C:8]2[N:13]=[C:12]([C:14]([OH:16])=O)[CH:11]=[CH:10][CH:9]=2)[CH:5]=[CH:6][CH:7]=1.[O:17]1[CH2:22][CH2:21][CH:20]([NH2:23])[CH2:19][CH2:18]1>>[O:17]1[CH2:22][CH2:21][CH:20]([NH:23][C:14]([C:12]2[CH:11]=[CH:10][CH:9]=[C:8]([C:4]3[CH:5]=[CH:6][CH:7]=[C:2]([Cl:1])[CH:3]=3)[N:13]=2)=[O:16])[CH2:19][CH2:18]1. Procedure: The title compound was synthesized in analogy to Example 1, using 6-(3-chlorophenyl)-2-pyridinecarboxylic acid (CAN 863704-38-5) and tetrahydro-2H-pyran-4-amine (CAN 38041-19-9) as starting materials, MS (LC/MS): 317.1 [M+H]+. RXN SMILES: [CH3:1][C:2]1([CH3:36])[O:3][CH2:4][CH:5]([CH2:7][n:8]2[n:9][c:10]([NH:13][C:14]([CH:15]([CH2:16][CH:17]([CH3:18])[CH3:19])[N:20]3[C:21](=[O:34])[CH:22]=[C:23]([O:25][c:26]4[c:27]([F:33])[c:28]([Cl:32])[cH:29][cH:30][cH:31]4)[CH2:24]3)=[O:35])[cH:11][cH:12]2)[O:6]1.[CH3:52][OH:53].[Cl:49][CH2:50][Cl:51].[OH2:37].[c:38]1([CH3:39])[cH:40][cH:41][c:42]([S:43]([OH:44])(=[O:45])=[O:46])[cH:47][cH:48]1>>[OH:3][CH2:4][CH:5]([OH:6])[CH2:7][n:8]1[n:9][c:10]([NH:13][C:14]([CH:15]([CH2:16][CH:17]([CH3:18])[CH3:19])[N:20]2[C:21](=[O:34])[CH:22]=[C:23]([O:25][c:26]3[c:27]([F:33])[c:28]([Cl:32])[cH:29][cH:30][cH:31]3)[CH2:24]2)=[O:35])[cH:11][cH:12]1. The product is CC(C)CC(C(=O)Nc1ccn(CC(O)CO)n1)N1CC(Oc2cccc(Cl)c2F)=CC1=O. Reactants: CC(C)CC(C(=O)Nc1ccn(CC2COC(C)(C)O2)n1)N1CC(Oc2cccc(Cl)c2F)=CC1=O, CO, ClCCl, O, Cc1ccc(S(=O)(=O)O)cc1.